From a dataset of the Open Reaction Database (ORD), a public repository of structured organic reaction records. describe an organic reaction: reactants, conditions, products, and yield Reactants: O=C([O-])[O-], CN(C)CCCOC(CCCc1ccccc1)c1ccc(F)cc1, Cc1ccccc1, CCOC(=O)Cl, [K+], [K+], O. The product is CCOC(=O)N(C)CCCOC(CCCc1ccccc1)c1ccc(F)cc1. As a reaction SMILES: [C:25](=[O:26])([O-:27])[O-:28].[CH3:1][N:2]([CH3:3])[CH2:4][CH2:5][CH2:6][O:7][CH:8]([CH2:9][CH2:10][CH2:11][c:12]1[cH:13][cH:14][cH:15][cH:16][cH:17]1)[c:18]1[cH:19][cH:20][c:21]([F:24])[cH:22][cH:23]1.[CH3:37][c:38]1[cH:39][cH:40][cH:41][cH:42][cH:43]1.[Cl:31][C:32](=[O:33])[O:34][CH2:35][CH3:36].[K+:29].[K+:30].[OH2:44]>>[CH3:1][N:2]([CH2:4][CH2:5][CH2:6][O:7][CH:8]([CH2:9][CH2:10][CH2:11][c:12]1[cH:13][cH:14][cH:15][cH:16][cH:17]1)[c:18]1[cH:19][cH:20][c:21]([F:24])[cH:22][cH:23]1)[C:32](=[O:33])[O:34][CH2:35][CH3:36]. Solvent: CCOCC (ether). The reactants are product, [NH2-].[Na+] (sodium amide), C1(=CC=CC2=CC=CC=C12)CC#N (1-naphthyl-acetonitrile), N1(CCCCC1)CCCCCCCl (6-piperidino-1-chloro-hexane). Reported procedure: 3.9 g of sodium amide are added in small quantities to 16.7 g of 1-naphthyl-acetonitrile in solution in 200 ml of anhydrous ether. After 2 hours of heating to reflux, 20.5 g of 6-piperidino-1-chloro-hexane are added and heating is continued to reflux for another 5 hours. Then, using the conventional methods, 30 g of product are isolated. The product is N1(CCCCC1)CCCCCCC(C#N)C1=CC=CC2=CC=CC=C12 (8-piperidino-2-(1-naphthyl)-octanenitrile). As a reaction SMILES: [NH2-].[Na+].[C:3]1([CH2:13][C:14]#[N:15])[C:12]2[C:7](=[CH:8][CH:9]=[CH:10][CH:11]=2)[CH:6]=[CH:5][CH:4]=1.[N:16]1([CH2:22][CH2:23][CH2:24][CH2:25][CH2:26][CH2:27]Cl)[CH2:21][CH2:20][CH2:19][CH2:18][CH2:17]1>CCOCC>[N:16]1([CH2:22][CH2:23][CH2:24][CH2:25][CH2:26][CH2:27][CH:13]([C:3]2[C:12]3[C:7](=[CH:8][CH:9]=[CH:10][CH:11]=3)[CH:6]=[CH:5][CH:4]=2)[C:14]#[N:15])[CH2:21][CH2:20][CH2:19][CH2:18][CH2:17]1 |f:0.1|. Reactants: [N+](=O)([O-])C1=CC=C2CCNC(C2=C1)CC(=O)O (7-nitro-1,2,3,4-tetrahydroisoquinoline-1-acetic acid), [OH-].[K+] (potassium hydroxide), Cl (hydrochloric acid), ClC(=O)OCC1=CC=CC=C1 (benzyl chloroformate). The solvent is O (water). Run at temperature 0 celsius, time 0.5 hour. The product is C1(=CC=CC=C1)COC(=O)N1C(C2=CC(=CC=C2CC1)[N+](=O)[O-])CC(=O)O (2-(Phenylmethoxy)carbonyl-7-nitro-1,2,3,4-tetrahydroisoquinolin-1-acetic acid). Reaction SMILES: [N+:1]([C:4]1[CH:13]=[C:12]2[C:7]([CH2:8][CH2:9][NH:10][CH:11]2[CH2:14][C:15]([OH:17])=[O:16])=[CH:6][CH:5]=1)([O-:3])=[O:2].[OH-].[K+].Cl[C:21]([O:23][CH2:24][C:25]1[CH:30]=[CH:29][CH:28]=[CH:27][CH:26]=1)=[O:22].Cl>O>[C:25]1([CH2:24][O:23][C:21]([N:10]2[CH2:9][CH2:8][C:7]3[C:12](=[CH:13][C:4]([N+:1]([O-:3])=[O:2])=[CH:5][CH:6]=3)[CH:11]2[CH2:14][C:15]([OH:17])=[O:16])=[O:22])[CH:30]=[CH:29][CH:28]=[CH:27][CH:26]=1 |f:1.2|. Reported procedure: To a solution of 7-nitro-1,2,3,4-tetrahydroisoquinoline-1-acetic acid (5.0 g, 21.0 mmols) [Example 6(a)] in water (250 ml) at 0° C. was added 2M potassium hydroxide solution (15 ml). To this cooled solution was added in portions benzyl chloroformate (5.0 ml, 35 mmol) and the reaction mixture was stirred at 0° C. for 0.5 h. The solution was acidified with dilute hydrochloric acid and the precipitate which formed was collected. The dried solid was triturated with ether (200 ml) to give, after filt... Reactants: CC(=O)CC(C)C, Cn1c(=O)c2c(ncn2CCCCl)n(C)c1=O, Cl, [I-], c1ccc2c(C3CCNCC3)c[nH]c2c1, [Na+], [Na+], [Na+], O=C([O-])[O-]. Yields the product Cn1c(=O)c2c(ncn2CCCN2CCC(c3c[nH]c4ccccc34)CC2)n(C)c1=O. RXN SMILES: [CH3:42][CH:43]([CH3:44])[CH2:45][C:46](=[O:47])[CH3:48].[Cl:2][CH2:3][CH2:4][CH2:5][n:6]1[cH:7][n:8][c:9]2[n:10]([CH3:18])[c:11](=[O:17])[n:12]([CH3:16])[c:13](=[O:15])[c:14]12.[ClH:1].[I-:41].[NH:19]1[CH2:20][CH2:21][CH:22]([c:25]2[cH:26][nH:27][c:28]3[cH:29][cH:30][cH:31][cH:32][c:33]23)[CH2:23][CH2:24]1.[Na+:34].[Na+:35].[Na+:40].[O-:36][C:37](=[O:38])[O-:39]>>[CH2:3]([CH2:4][CH2:5][n:6]1[cH:7][n:8][c:9]2[n:10]([CH3:18])[c:11](=[O:17])[n:12]([CH3:16])[c:13](=[O:15])[c:14]12)[N:19]1[CH2:20][CH2:21][CH:22]([c:25]2[cH:26][nH:27][c:28]3[cH:29][cH:30][cH:31][cH:32][c:33]23)[CH2:23][CH2:24]1. The reactants are C(C=C)N1C2=C(OCC1)C=C(C(=C2)C2=C(C(=NC=1N2N=C(C1)C=1C=C(C=CC1)C1=C(C=CC=C1)CCC=C)C)[C@@H](C(=O)OC)OC(C)(C)C)C ((2S)-methyl 2-(7-(4-allyl-7-methyl-3,4-dihydro-2H-benzo[b][1,4]oxazin-6-yl)-2-(2′-(but-3-en-1-yl)-[1,1′-biphenyl]-3-yl)-5-methylpyrazolo[1,5-a]pyrimidin-6-yl)-2-(tert-butoxy)acetate). The reagents and catalysts are CC1=CC(=C(C(=C1)C)N2CCN(C2=[Ru](=CC3=CC=CC=C3OC(C)C)(Cl)Cl)C4=C(C=C(C=C4C)C)C)C (Hoveyda-Grubbs). The solvent is ClCCCl (DCE). Reaction conditions: time 90 minute. Product: C(C)(C)(C)O[C@H](C(=O)OC)C1=C2C3=C(C=C4OCCN(CC=CCCC=5C=CC=CC5C5=CC=CC(C6=NN2C(N=C1C)=C6)=C5)C4=C3)C (Methyl (2S)-2-(tert-butoxy)-2-[4,32-dimethyl-29-oxa-5,7,8,26-tetraazaheptacyclo[24.6.2.16,9.110,14.02,7.015,20.030,34]hexatriaconta-1(32), 2,4,6(36),8,10(35),11, 13, 15(20), 16,18,23,30,33-tetradecaen-3-yl]acetate). As a reaction SMILES: [CH2:1]([N:4]1[CH2:9][CH2:8][O:7][C:6]2[CH:10]=[C:11]([CH3:50])[C:12]([C:14]3[N:19]4[N:20]=[C:21]([C:23]5[CH:24]=[C:25]([C:29]6[CH:34]=[CH:33][CH:32]=[CH:31][C:30]=6[CH2:35][CH2:36][CH:37]=[CH2:38])[CH:26]=[CH:27][CH:28]=5)[CH:22]=[C:18]4[N:17]=[C:16]([CH3:39])[C:15]=3[C@H:40]([O:45][C:46]([CH3:49])([CH3:48])[CH3:47])[C:41]([O:43][CH3:44])=[O:42])=[CH:13][C:5]1=2)C=C>ClCCCl.CC1C=C(C)C(N2C(=[Ru](Cl)(Cl)=CC3C(OC(C)C)=CC=CC=3)N(C3C(C)=CC(C)=CC=3C)CC2)=C(C)C=1>[C:46]([O:45][C@@H:40]([C:15]1[C:16]([CH3:39])=[N:17][C:18]2=[CH:22][C:21]3=[N:20][N:19]2[C:14]=1[C:12]1[CH:13]=[C:5]2[C:6]([O:7][CH2:8][CH2:9][N:4]2[CH2:1][CH:38]=[CH:37][CH2:36][CH2:35][C:30]2[CH:31]=[CH:32][CH:33]=[CH:34][C:29]=2[C:25]2[CH:24]=[C:23]3[CH:28]=[CH:27][CH:26]=2)=[CH:10][C:11]=1[CH3:50])[C:41]([O:43][CH3:44])=[O:42])([CH3:49])([CH3:48])[CH3:47]. Procedure details: A solution of (2S)-methyl 2-(7-(4-allyl-7-methyl-3,4-dihydro-2H-benzo[b][1,4]oxazin-6-yl)-2-(2′-(but-3-en-1-yl)-[1,1′-biphenyl]-3-yl)-5-methylpyrazolo[1,5-a]pyrimidin-6-yl)-2-(tert-butoxy)acetate (0.030 g, 0.045 mmol) in dry DCE (5 mL) was heated (70° C. oil bath) and then treated with Hoveyda-Grubbs Cat. 2nd Gen. (3 mg, 5 μmol). The reaction was stirred for 90 min. The solvent was removed and the intermediate was used immediately in the following step. LCMS (M+H)=643.4. The solvent is CO (methanol), C(C)OCC (diethyl ether). Reactants: BrBr (Bromine), C(C)(=O)C=1COC2=CC=CC=C2C1 (3-Acetyl-2H-chromene), C([O-])([O-])=O.[K+].[K+] (potassium carbonate). Product: BrCC(=O)C=1COC2=CC=CC=C2C1 (2-bromo-1-(2H-3-chromenyl)-1-ethanone). Reaction conditions: time 2 hour. Reported procedure: 3-Acetyl-2H-chromene (0.2 mole) is dissolved in diethyl ether (250 ml) and methanol (10 ml). The solution is cooled to 0°-5° C. Bromine (0.21 mole) is added dropwise thereto, with stirring. The resulting material is left aside 2 hours at room temperature. Anhydrous potassium carbonate (25 g) is then added and the material is evaporated to dryness. The pasty residue is placed in a flask with 600 ml hexane, and is refluxed for 1 hour. The reaction mixture is decanted hot, allowed to cool, and the ... As a reaction SMILES: [C:1]([C:4]1[CH2:5][O:6][C:7]2[C:12]([CH:13]=1)=[CH:11][CH:10]=[CH:9][CH:8]=2)(=[O:3])[CH3:2].[Br:14]Br.C(=O)([O-])[O-].[K+].[K+]>C(OCC)C.CO>[Br:14][CH2:2][C:1]([C:4]1[CH2:5][O:6][C:7]2[C:12]([CH:13]=1)=[CH:11][CH:10]=[CH:9][CH:8]=2)=[O:3] |f:2.3.4|. Starting materials: CC#N, Cl[Cu]Cl, Cl, CC(C)CCON=O, N#Cc1c(N)nc(OCc2coc(-c3ccc(Cl)cc3)n2)c(C#N)c1-c1ccc(OCCO)cc1. Product: N#Cc1c(Cl)nc(OCc2coc(-c3ccc(Cl)cc3)n2)c(C#N)c1-c1ccc(OCCO)cc1. As a reaction SMILES: [CH3:45][C:46]#[N:47].[Cl:48][Cu:49][Cl:50].[ClH:44].[N:1]([O:2][CH2:3][CH2:4][CH:5]([CH3:6])[CH3:7])=[O:8].[NH2:9][c:10]1[n:11][c:12]([O:30][CH2:31][c:32]2[n:33][c:34](-[c:37]3[cH:38][cH:39][c:40]([Cl:43])[cH:41][cH:42]3)[o:35][cH:36]2)[c:13]([C:28]#[N:29])[c:14](-[c:18]2[cH:19][cH:20][c:21]([O:24][CH2:25][CH2:26][OH:27])[cH:22][cH:23]2)[c:15]1[C:16]#[N:17]>>[c:10]1([Cl:44])[n:11][c:12]([O:30][CH2:31][c:32]2[n:33][c:34](-[c:37]3[cH:38][cH:39][c:40]([Cl:43])[cH:41][cH:42]3)[o:35][cH:36]2)[c:13]([C:28]#[N:29])[c:14](-[c:18]2[cH:19][cH:20][c:21]([O:24][CH2:25][CH2:26][OH:27])[cH:22][cH:23]2)[c:15]1[C:16]#[N:17].